Dataset: the Open Reaction Database (ORD), a public repository of structured organic reaction records. Task: describe an organic reaction: reactants, conditions, products, and yield Starting materials: CCOC(=O)C(C(=O)OCC)c1ccnc2ccsc12, CS(C)=O, [Cl-], [Li+], O. Yields the product CCOC(=O)Cc1ccnc2ccsc12. Reaction SMILES: [CH2:1]([CH3:2])[O:3][C:4]([CH:5]([C:6]([O:7][CH2:8][CH3:9])=[O:10])[c:11]1[c:12]2[c:13]([n:14][cH:15][cH:16]1)[cH:17][cH:18][s:19]2)=[O:20].[CH3:24][S:25](=[O:26])[CH3:27].[Cl-:23].[Li+:22].[OH2:21]>>[CH2:1]([CH3:2])[O:3][C:4]([CH2:5][c:11]1[c:12]2[c:13]([n:14][cH:15][cH:16]1)[cH:17][cH:18][s:19]2)=[O:20].